This data is from the Open Reaction Database (ORD), a public repository of structured organic reaction records. The task is: describe an organic reaction: reactants, conditions, products, and yield Starting materials: IC1=CC2=C(OCCC=3N2N=C(C3)C(=O)N)C=C1 (9-iodo-4,5-dihydrobenzo[b]pyrazolo[1,5-d][1,4]oxazepine-2-carboxamide), C(#C)C1(C(NC(C1)C)=O)O (3-ethynyl-3-hydroxy-5-methylpyrrolidin-2-one). The product is OC1(C(NC(C1)C)=O)C#CC1=CC2=C(OCCC=3N2N=C(C3)C(=O)N)C=C1 (9-((3-hydroxy-5-methyl-2-oxopyrrolidin-3-yl)ethynyl)-4,5-dihydrobenzo[b]pyrazolo[1,5-d][1,4]oxazepine-2-carboxamide). Reaction SMILES: I[C:2]1[CH:18]=[CH:17][C:5]2[O:6][CH2:7][CH2:8][C:9]3[N:10]([N:11]=[C:12]([C:14]([NH2:16])=[O:15])[CH:13]=3)[C:4]=2[CH:3]=1.[C:19]([C:21]1([OH:28])[CH2:25][CH:24]([CH3:26])[NH:23][C:22]1=[O:27])#[CH:20]>>[OH:28][C:21]1([C:19]#[C:20][C:2]2[CH:18]=[CH:17][C:5]3[O:6][CH2:7][CH2:8][C:9]4[N:10]([N:11]=[C:12]([C:14]([NH2:16])=[O:15])[CH:13]=4)[C:4]=3[CH:3]=2)[CH2:25][CH:24]([CH3:26])[NH:23][C:22]1=[O:27]. Procedure details: Similar to as described in General Procedure G, 9-iodo-4,5-dihydrobenzo[b]pyrazolo[1,5-d][1,4]oxazepine-2-carboxamide was reacted with a ˜1:1 diastereomeric mixture of 3-ethynyl-3-hydroxy-5-methylpyrrolidin-2-one to give a mixture of titled compounds after purification by HPLC. Reactants: COC1=CC2=CC=C(C=C2C=C1)SC (2-methoxy-6-methylthionaphthalene), ClC=1C=C(C(=O)OO)C=CC1 (3-chloroperoxybenzoic acid), S(=O)([O-])[O-].[Na+].[Na+] (sodium sulfite). Run in O (water), C(Cl)Cl (methylene chloride). Conditions: time 0.5 hour. Product: COC1=CC2=CC=C(C=C2C=C1)S(=O)(=O)C (2-methoxy-6-methylsulfonylnaphthalene). Yield: 93.7%. As a reaction SMILES: [CH3:1][O:2][C:3]1[CH:12]=[CH:11][C:10]2[C:5](=[CH:6][CH:7]=[C:8](SC)[CH:9]=2)[CH:4]=1.Cl[C:16]1C=C(C=CC=1)C(OO)=O.[S:26]([O-:29])([O-])=[O:27].[Na+].[Na+]>C(Cl)Cl.O>[CH3:1][O:2][C:3]1[CH:12]=[CH:11][C:10]2[C:5](=[CH:6][CH:7]=[C:8]([S:26]([CH3:16])(=[O:29])=[O:27])[CH:9]=2)[CH:4]=1 |f:2.3.4|. Procedure: To a solution of 2-methoxy-6-methylthionaphthalene (1.0 g, 4.9 mmol), [prepared as described in Step 1], in methylene chloride (50 ml) was added 3-chloroperoxybenzoic acid (3.5 g, 10.3 mmol, 50-60%) portionwise. After 0.5 h, the reaction mixture was cooled in an ice bath, sodium sulfite (0.53 g, 4.2 mmol) was added and the stirring was continued for another 20 minutes. The reaction mixture was then poured in water and the organic layer was separated and dried over sodium sulfate. The solvent was... Starting materials: C1CCOC1, COCCOC(=O)N=NC(=O)OCCOC, O, O=C(O)CCCCCCCCCCCCCCO, c1ccc(P(c2ccccc2)c2ccccc2)cc1. The product is O=C1CCCCCCCCCCCCCCO1. Reaction SMILES: [CH2:55]1[O:56][CH2:57][CH2:58][CH2:59]1.[CH3:20][O:21][CH2:22][CH2:23][O:24][C:25]([N:26]=[N:27][C:28]([O:29][CH2:30][CH2:31][O:32][CH3:33])=[O:34])=[O:35].[OH2:54].[OH:36][CH2:37][CH2:38][CH2:39][CH2:40][CH2:41][CH2:42][CH2:43][CH2:44][CH2:45][CH2:46][CH2:47][CH2:48][CH2:49][CH2:50][C:51](=[O:52])[OH:53].[c:1]1([P:2]([c:3]2[cH:4][cH:5][cH:6][cH:7][cH:8]2)[c:9]2[cH:10][cH:11][cH:12][cH:13][cH:14]2)[cH:15][cH:16][cH:17][cH:18][cH:19]1>>[CH2:37]1[CH2:38][CH2:39][CH2:40][CH2:41][CH2:42][CH2:43][CH2:44][CH2:45][CH2:46][CH2:47][CH2:48][CH2:49][CH2:50][C:51](=[O:52])[O:53]1.